This data is from the Open Reaction Database (ORD), a public repository of structured organic reaction records. The task is: describe an organic reaction: reactants, conditions, products, and yield The reactants are suspension, COC(CC(C(C)=O)C(C)=O)=O (3,3-diacetyl-propionic acid methylester), C1(=CC=CC=C1)NN (phenylhydrazine), CC(=O)OCC1=C2C=CC=CC2=C(C3=CC=CC=C31)COC(=O)C (acetic), [H-].[Na+] (sodium hydride), C(C)(=O)CC(C)=O (acetylacetone), [H][H] (hydrogen), COC(CBr)=O (bromoacetic acid methyl ester). The solvent is paraffin, CN(C=O)C (dimethyl formamide), C(C)O (ethanol). Product: COC(CC=1C(=NN(C1C)C1=CC=CC=C1)C)=O (3,5-dimethyl-1-phenyl-pyrazol-4-acetic acid methyl ester). The yield is 52.0%. As a reaction SMILES: [H-].[Na+].C(CC(=O)C)(=O)C.[H][H].COC(=O)CBr.[CH3:18][O:19][C:20](=[O:29])[CH2:21][CH:22]([C:26](=O)[CH3:27])[C:23](=O)[CH3:24].[C:30]1([NH:36][NH2:37])[CH:35]=[CH:34][CH:33]=[CH:32][CH:31]=1.CC(OCC1C2C(=CC=CC=2)C(COC(C)=O)=C2C=1C=CC=C2)=O>CN(C)C=O.C(O)C>[CH3:18][O:19][C:20](=[O:29])[CH2:21][C:22]1[C:26]([CH3:27])=[N:37][N:36]([C:30]2[CH:35]=[CH:34][CH:33]=[CH:32][CH:31]=2)[C:23]=1[CH3:24] |f:0.1|. Procedure details: 10 grams of a 50% suspension of sodium hydride in paraffin oil were disposed in 100 milliliters dimethyl formamide and to the dispersion, thus obtained, 20 grams acetylacetone were added drop by drop. After completion of the evolution of hydrogen, 31 grams bromoacetic acid methyl ester were added dropwise with stirring to the reaction mixture at room temperature and the mixture was stirred for another 15 hours. The solvent was then distilled off, the residue was taken up in ether, and the ether ...